This data is from the Open Reaction Database (ORD), a public repository of structured organic reaction records. The task is: describe an organic reaction: reactants, conditions, products, and yield Reactants: CCCCN1C(=O)CNC1=O, CC(O)O, O=Cc1ccc(C2OC=CO2)cc1, O, Cc1ccc(S(=O)(=O)O)cc1, c1ccccc1. The product is CCCCN1C(=O)NC(=Cc2ccc(C3OC=CO3)cc2)C1=O. RXN SMILES: [CH2:29]([CH2:30][CH2:31][CH3:32])[N:33]1[C:34](=[O:39])[NH:35][CH2:36][C:37]1=[O:38].[CH:1]([OH:2])([OH:3])[CH3:4].[O:16]1[CH:17]([c:21]2[cH:22][cH:23][c:24]([CH:25]=[O:26])[cH:27][cH:28]2)[O:18][CH:19]=[CH:20]1.[OH2:46].[c:5]1([CH3:6])[cH:7][cH:8][c:9]([S:10]([OH:11])(=[O:12])=[O:13])[cH:14][cH:15]1.[cH:40]1[cH:41][cH:42][cH:43][cH:44][cH:45]1>>[O:16]1[CH:17]([c:21]2[cH:22][cH:23][c:24]([CH:25]=[C:36]3[NH:35][C:34](=[O:39])[N:33]([CH2:29][CH2:30][CH2:31][CH3:32])[C:37]3=[O:38])[cH:27][cH:28]2)[O:18][CH:19]=[CH:20]1. Starting materials: C1(=CC=CC=C1)CC(=O)N[C@H]1[C@@H]2N(C(=CCS2)C(=O)O)C1=O (7β-(N-phenylacetyl-amino)ceph-3-em-4-carboxylic acid), C[Si](Cl)(C)C (trimethylchlorosilane), N1=CC=CC=C1 (pyridine), N1=CC=CC=C1 (pyridine), solution, P(Cl)(Cl)(Cl)(Cl)Cl (phosphorus pentachloride). Solvent: CO (methanol), C(C)N(CC)CC (triethylamine), C(C)N(CC)CC (triethylamine), C(Cl)Cl (methylene chloride), O (water), C(Cl)Cl (methylene chloride), C(Cl)Cl (methylene chloride). Run at time 60 minute. Yields the product N[C@H]1[C@@H]2N(C(=CCS2)C(=O)O)C1=O (7β-amino-ceph-3-em-4-carboxylic acid). RXN SMILES: C1(CC([NH:10][C@@H:11]2[C:21](=[O:22])[N:13]3[C:14]([C:18]([OH:20])=[O:19])=[CH:15][CH2:16][S:17][C@H:12]23)=O)C=CC=CC=1.C[Si](C)(C)Cl.N1C=CC=CC=1.P(Cl)(Cl)(Cl)(Cl)Cl>C(Cl)Cl.C(N(CC)CC)C.O.CO>[NH2:10][C@@H:11]1[C:21](=[O:22])[N:13]2[C:14]([C:18]([OH:20])=[O:19])=[CH:15][CH2:16][S:17][C@H:12]12. Procedure: A solution of 0.955 g of 7β-(N-phenylacetyl-amino)ceph-3-em-4-carboxylic acid in 60 ml of absolute methylene chloride is treated with 0.720 g of trimethylchlorosilane and 0.474 g of absolute pyridine. The mixture is stirred for 60 minutes at room temperature and then cooled to -20° C., and a solution of 3.20 g of absolute pyridine in 30 ml of absolute methylene chloride, and 23.4 ml of an 8% solution of phosphorus pentachloride in absolute methylene chloride, are then added successively. The mix... Reactants: FC(C1=C(C=CC=C1)CNC(=O)C1CCNCC1)(F)F (N-{[2-(trifluoromethyl)phenyl]methyl}-4-piperidinecarboxamide), [OH-].[Na+] (NaOH), N1=C(Cl)N=C(Cl)N=C1Cl (cyanuric chloride), CC#N (CH3CN). Solvent: O (H2O). Conditions: temperature 0 celsius, time 10 minute. The product is ClC1=NC(=NC(=N1)Cl)N1CCC(CC1)C(=O)NCC1=C(C=CC=C1)C(F)(F)F (1-(4,6-dichloro-1,3,5-triazin-2-yl)-N-{[2-(trifluoromethyl)phenyl]methyl}-4-piperidinecarboxamide). As a reaction SMILES: [N:1]1[C:8]([Cl:9])=[N:7][C:5](Cl)=[N:4][C:2]=1[Cl:3].CC#N.[F:13][C:14]([F:32])([F:31])[C:15]1[CH:20]=[CH:19][CH:18]=[CH:17][C:16]=1[CH2:21][NH:22][C:23]([CH:25]1[CH2:30][CH2:29][NH:28][CH2:27][CH2:26]1)=[O:24].[OH-].[Na+]>O>[Cl:9][C:8]1[N:1]=[C:2]([Cl:3])[N:4]=[C:5]([N:28]2[CH2:29][CH2:30][CH:25]([C:23]([NH:22][CH2:21][C:16]3[CH:17]=[CH:18][CH:19]=[CH:20][C:15]=3[C:14]([F:13])([F:31])[F:32])=[O:24])[CH2:26][CH2:27]2)[N:7]=1 |f:3.4|. Procedure details: To a suspension of cyanuric chloride (1.00 g, 5.42 mmol, 1.00 equiv) in 1:1 CH3CN:H2O (9.0 mL) at 0° C. was added N-{[2-(trifluoromethyl)phenyl]methyl}-4-piperidinecarboxamide (1.55 g, 5.42 mmol, 1.00 equiv). This mixture was treated with 1 N NaOH to maintain a pH of 9-10, and the resulting suspension was stirred for 10 min at 0° C. This material was used in the next step without workup or purification. MS (ES+): m/e 433.8 [M+H]+. The reactants are [Cl-].[Na+] (sodium chloride), C(C)(C)OC(C)C (diisopropyl ether), CO/N=C(/C1=CSC(=N1)N)\C(=O)N[C@H]2[C@@H]3N(C2=O)C(=C(CS3)CSC(=O)C4=CC=CO4)C(=O)[O-].[Na+] (Ceftiofur sodium), Cl (HCl). Run in O (water), C1CCOC1 (THF). Yields the product CO/N=C(/C1=CSC(=N1)N)\C(=O)N[C@H]2[C@@H]3N(C2=O)C(=C(CS3)CSC(=O)C4=CC=CO4)C(=O)O.Cl (Ceftiofur Hydrochloride). RXN SMILES: [CH3:1][O:2]/[N:3]=[C:4](\[C:11]([NH:13][C@@H:14]1[C:17](=[O:18])[N:16]2[C:19]([C:32]([O-:34])=[O:33])=[C:20]([CH2:23][S:24][C:25]([C:27]3[O:31][CH:30]=[CH:29][CH:28]=3)=[O:26])[CH2:21][S:22][C@H:15]12)=[O:12])/[C:5]1[N:9]=[C:8]([NH2:10])[S:7][CH:6]=1.[Na+].[Cl-:36].[Na+].Cl.C(OC(C)C)(C)C>O.C1COCC1>[CH3:1][O:2]/[N:3]=[C:4](\[C:11]([NH:13][C@@H:14]1[C:17](=[O:18])[N:16]2[C:19]([C:32]([OH:34])=[O:33])=[C:20]([CH2:23][S:24][C:25]([C:27]3[O:31][CH:30]=[CH:29][CH:28]=3)=[O:26])[CH2:21][S:22][C@H:15]12)=[O:12])/[C:5]1[N:9]=[C:8]([NH2:10])[S:7][CH:6]=1.[ClH:36] |f:0.1,2.3,8.9|. Procedure: To a suspension of crystalline Ceftiofur sodium (10 g) in water (30 ml) was added THF (87 ml) at 10-30° C. To that sodium chloride (14 g) was added. pH of the solution was adjusted to 2.5-3.5. Organic layer pH was adjusted to 0.5-1.5 using conc. HCl. Addition of diisopropyl ether followed by filtration yielded pure title compound.] The reactants are O (water), Cl.Cl.S1C(=NC2=C1C=CC=C2)NC(=O)C=2C=CC=C1CCNCC21 (N-(benzo[d]thiazol-2-yl)-1,2,3,4-tetrahydroisoquinoline-8-carboxamide dihydrochloride), CCO (EtOH), Cl (HCl). Reaction conditions: time 72 hour. Product: S1C(=NC2=C1C=CC=C2)NC(=O)C=2C=CC=C1CCN(CC21)C2=CC=CC(=N2)C(=O)O (6-(8-(benzo[d]thiazol-2-ylcarbamoyl)-3,4-dihydroisoquinolin-2(1H)-yl)picolinic acid). Yield: 67.0%. As a reaction SMILES: Cl.Cl.[S:3]1[C:7]2[CH:8]=[CH:9][CH:10]=[CH:11][C:6]=2[N:5]=[C:4]1[NH:12][C:13]([C:15]1[CH:16]=[CH:17][CH:18]=[C:19]2[C:24]=1[CH2:23][NH:22][CH2:21][CH2:20]2)=[O:14].[OH2:25].Cl.[CH3:27][CH2:28][OH:29]>>[S:3]1[C:7]2[CH:8]=[CH:9][CH:10]=[CH:11][C:6]=2[N:5]=[C:4]1[NH:12][C:13]([C:15]1[CH:16]=[CH:17][CH:18]=[C:19]2[C:24]=1[CH2:23][N:22]([C:6]1[N:5]=[C:27]([C:28]([OH:25])=[O:29])[CH:9]=[CH:8][CH:7]=1)[CH2:21][CH2:20]2)=[O:14] |f:0.1.2|. Procedure: Compound 1B (71 mg, 0.15 mmol) was dissolved in 2 mL of EtOH. Two milliliters of water were then added followed by 2 mL of concentrated HCl. The reaction was stirred at room temperature for 72 hours until LCMS indicated complete conversion. Nitrogen gas was bubbled through the mixture to remove HCl and EtOH; a white solid precipitated. It was collected by filtration, rinsed with water and a small amount of Et2O and dried under vacuum to provide the product as a white solid (42 mg, 67%): 1HNMR (p...